From a dataset of the Open Reaction Database (ORD), a public repository of structured organic reaction records. describe an organic reaction: reactants, conditions, products, and yield Reactants: Cc1cc(Nc2nn(-c3ccc(C(C)(C)C)cc3)c(=O)c3cc(NC=O)ccc23)[nH]n1, O=CO, Cc1cc(Nc2nn(-c3ccc(C(C)(C)C)cc3)c(=O)c3ccc([N+](=O)[O-])cc23)n(C(C)(C)C)n1. The product is Cc1cc(Nc2nn(-c3ccc(C(C)(C)C)cc3)c(=O)c3ccc([N+](=O)[O-])cc23)[nH]n1. RXN SMILES: [C:36]([c:37]1[cH:38][cH:39][c:40](-[n:41]2[c:42](=[O:43])[c:44]3[c:45]([cH:46][cH:47][c:48]([NH:49][CH:50]=[O:51])[cH:52]3)[c:53]([NH:54][c:55]3[nH:56][n:57][c:58]([CH3:59])[cH:60]3)[n:61]2)[cH:62][cH:63]1)([CH3:64])([CH3:65])[CH3:66].[CH:67]([OH:68])=[O:69].[N+:1](=[O:2])([O-:3])[c:4]1[cH:5][c:6]2[c:7]([NH:25][c:26]3[n:27]([C:32]([CH3:33])([CH3:34])[CH3:35])[n:28][c:29]([CH3:31])[cH:30]3)[n:8][n:9](-[c:15]3[cH:16][cH:17][c:18]([C:21]([CH3:22])([CH3:23])[CH3:24])[cH:19][cH:20]3)[c:10](=[O:14])[c:11]2[cH:12][cH:13]1>>[N+:1](=[O:2])([O-:3])[c:4]1[cH:5][c:6]2[c:7]([NH:25][c:26]3[nH:27][n:28][c:29]([CH3:31])[cH:30]3)[n:8][n:9](-[c:15]3[cH:16][cH:17][c:18]([C:21]([CH3:22])([CH3:23])[CH3:24])[cH:19][cH:20]3)[c:10](=[O:14])[c:11]2[cH:12][cH:13]1. The reactants are FC(C(=O)O)(F)F.O=C1N(CC2=CC=C(C=C12)C(=O)NC[C@@H](C(=O)O)NS(=O)(=O)C1=CC=CC=C1)CCNC1=NC=CC=N1 (3-Oxo-2-[2-(pyrimidin-2-ylamino)ethyl]-2,3-dihydro-1-H-isoindole-5-carbonyl-2(S)phenylsulfonylamino-β-alanine trifluoroacetate). The reagents and catalysts are [Pd] (Pd/C). Solvent: CC(=O)O (HOAc). Conditions: time 2.5 hour. Yields the product O=C1N(CC2=CC=C(C=C12)C(=O)NC[C@@H](C(=O)O)NS(=O)(=O)C1=CC=CC=C1)CCNC1=NCCCN1 (3-Oxo-2-[2-(3,4,5,6-tetrahydropyrimidin-2-ylamino)ethyl]-1-H-isoindole-5-carbonyl-2(S)phenylsulfonylamino-β-alanine). RXN SMILES: FC(F)(F)C(O)=O.[O:8]=[C:9]1[C:17]2[C:12](=[CH:13][CH:14]=[C:15]([C:18]([NH:20][CH2:21][C@H:22]([NH:26][S:27]([C:30]3[CH:35]=[CH:34][CH:33]=[CH:32][CH:31]=3)(=[O:29])=[O:28])[C:23]([OH:25])=[O:24])=[O:19])[CH:16]=2)[CH2:11][N:10]1[CH2:36][CH2:37][NH:38][C:39]1[N:44]=[CH:43][CH:42]=[CH:41][N:40]=1>[Pd].CC(O)=O>[O:8]=[C:9]1[C:17]2[C:12](=[CH:13][CH:14]=[C:15]([C:18]([NH:20][CH2:21][C@H:22]([NH:26][S:27]([C:30]3[CH:35]=[CH:34][CH:33]=[CH:32][CH:31]=3)(=[O:29])=[O:28])[C:23]([OH:25])=[O:24])=[O:19])[CH:16]=2)[CH2:11][N:10]1[CH2:36][CH2:37][NH:38][C:39]1[NH:44][CH2:43][CH2:42][CH2:41][N:40]=1 |f:0.1|. Procedure: 10% Pd/C (101 mg) was added to HOAc/12 0 N HCl solution (19:1, 31 ml) containing 6-6 (649 mg, 1.01 mmol) and the mixture hydrogenated at 60 PSI for 2.5 hr. Filtration and concentration gave a gum which was purified by flash chromatography (silica, 7:1.5:1.5 EtOH/NH4OH/H2O) to provide 6-7 as a colorless solid.